Dataset: the Open Reaction Database (ORD), a public repository of structured organic reaction records. Task: describe an organic reaction: reactants, conditions, products, and yield Reactants: C[N+]1([O-])CCOCC1, COC(=O)c1c(Br)cccc1CBr, CC#N. The product is COC(=O)c1c(Br)cccc1C=O. RXN SMILES: [CH3:14][N+:15]1([O-:16])[CH2:17][CH2:18][O:19][CH2:20][CH2:21]1.[CH3:1][O:2][C:3]([c:4]1[c:5]([Br:12])[cH:6][cH:7][cH:8][c:9]1[CH2:10][Br:11])=[O:13].[CH3:22][C:23]#[N:24]>>[CH3:1][O:2][C:3]([c:4]1[c:5]([Br:12])[cH:6][cH:7][cH:8][c:9]1[CH:10]=[O:16])=[O:13].